Dataset: the Open Reaction Database (ORD), a public repository of structured organic reaction records. Task: describe an organic reaction: reactants, conditions, products, and yield Starting materials: C(=O)OCC (Ethyl formate), C(C)(C)(C)OC(=O)N1CC2CC(CC(C1)N2S(=O)(=O)C2=CC=C(C=C2)Cl)=O (9-(4-Chloro-benzenesulfonyl)-7-oxo-3,9-diaza-bicyclo[3.3.1]nonane-3-carboxylic acid tert-butyl ester), [O-]CC.[Na+] (sodium ethoxide). Run in C1CCOC1.C(C)O (THF ethanol). Conditions: time 30 minute. Yields the product C(C)(C)(C)OC(=O)N1CC2CC(C(C(C1)N2S(=O)(=O)C2=CC=C(C=C2)Cl)=CO)=O (9-(4-chloro-benzenesulfonyl)-6-hydroxymethylene-7-oxo-3,9-diaza-bicyclo[3.3.1]nonane-3-carboxylic acid tert-butyl ester). Yield: 100.5%. As a reaction SMILES: [C:1]([O:5][C:6]([N:8]1[CH2:15][CH:14]2[N:16]([S:17]([C:20]3[CH:25]=[CH:24][C:23]([Cl:26])=[CH:22][CH:21]=3)(=[O:19])=[O:18])[CH:10]([CH2:11][C:12](=[O:27])[CH2:13]2)[CH2:9]1)=[O:7])([CH3:4])([CH3:3])[CH3:2].[CH:28](OCC)=[O:29].[O-]CC.[Na+]>C1COCC1.C(O)C>[C:1]([O:5][C:6]([N:8]1[CH2:9][CH:10]2[N:16]([S:17]([C:20]3[CH:21]=[CH:22][C:23]([Cl:26])=[CH:24][CH:25]=3)(=[O:18])=[O:19])[CH:14]([CH2:13][C:12](=[O:27])[C:11]2=[CH:28][OH:29])[CH2:15]1)=[O:7])([CH3:4])([CH3:2])[CH3:3] |f:2.3,4.5|. Procedure: 9-(4-Chloro-benzenesulfonyl)-7-oxo-3,9-diaza-bicyclo[3.3.1]nonane-3-carboxylic acid tert-butyl ester (5.08 g, 12.2 mmol) was dissolved in THF/ethanol (40 mL, 1/1, v/v). Ethyl formate (9.84 mL, 122.4 mmol) was added followed by sodium ethoxide (12 mL of 21% solution in ethanol). The resulting mixture was stirred at room temperature for 30 minutes then heated to 60° C. for 30 minutes after which the solution was cooled back to room temperature and quenched by the addition of saturated aqueous NH4C... The reactants are C(C)C1=C(NC(C)=O)C=CC(=C1)Cl (2'-Ethyl-4'-chloroacetanilide), [OH-].[Na+] (NaOH), NC1=CC=CC=C1 (aniline). Run in C(C)O (ethanol). Yields the product C(C)C1=C(N)C=CC(=C1)Cl (2-Ethyl-4-chloroaniline). RXN SMILES: [CH2:1]([C:3]1[CH:12]=[C:11]([Cl:13])[CH:10]=[CH:9][C:4]=1[NH:5]C(=O)C)[CH3:2].[OH-].[Na+].NC1C=CC=CC=1>C(O)C>[CH2:1]([C:3]1[CH:12]=[C:11]([Cl:13])[CH:10]=[CH:9][C:4]=1[NH2:5])[CH3:2] |f:1.2|. Procedure: 2'-Ethyl-4'-chloroacetanilide (31 grams) was heated to reflux in a mixture containing 80 milliliters of ethanol and 55 milliliters of concentrated HCL for about 2.5 hours. After cooling to room temperature, the mixture was basified to a pH of about 8 by an aqueous NaOH solution (20 percent). An oily aniline layer was observed. The mixture was transferred to a separatory funnel and was extracted with ether (3 times 75 milliliters). The ethereal extracts were combined and dried over MgSO4. After f...